From a dataset of the Open Reaction Database (ORD), a public repository of structured organic reaction records. describe an organic reaction: reactants, conditions, products, and yield Reactants: C1CCOC1, COc1ccc(CO)cc1OC, COC(=O)c1ccc(O)c(Cl)c1, c1ccc(P(c2ccccc2)c2ccccc2)cc1. The product is COC(=O)c1ccc(OCc2ccc(OC)c(OC)c2)c(Cl)c1. Reaction SMILES: [CH2:44]1[O:45][CH2:46][CH2:47][CH2:48]1.[CH3:1][O:2][c:3]1[cH:4][cH:5][c:6]([CH2:7][OH:8])[cH:9][c:10]1[O:11][CH3:12].[Cl:13][c:14]1[cH:15][c:16]([C:17](=[O:18])[O:19][CH3:20])[cH:21][cH:22][c:23]1[OH:24].[c:25]1([P:26]([c:27]2[cH:28][cH:29][cH:30][cH:31][cH:32]2)[c:33]2[cH:34][cH:35][cH:36][cH:37][cH:38]2)[cH:39][cH:40][cH:41][cH:42][cH:43]1>>[CH3:1][O:2][c:3]1[cH:4][cH:5][c:6]([CH2:7][O:8][c:23]2[c:14]([Cl:13])[cH:15][c:16]([C:17](=[O:18])[O:19][CH3:20])[cH:21][cH:22]2)[cH:9][c:10]1[O:11][CH3:12]. Starting materials: O=C(O)Cn1c(-c2ccncc2)ncc(NC(=O)OCc2ccccc2)c1=O, NC(Cc1ccccc1)C(O)C(F)(F)F, CN(C)C=O, On1nnc2ccccc21. The product is O=C(Cn1c(-c2ccncc2)ncc(NC(=O)OCc2ccccc2)c1=O)NC(Cc1ccccc1)C(O)C(F)(F)F. RXN SMILES: [CH2:1]([c:2]1[cH:3][cH:4][cH:5][cH:6][cH:7]1)[O:8][C:9](=[O:10])[NH:11][c:12]1[cH:13][n:14][c:15](-[c:23]2[cH:24][cH:25][n:26][cH:27][cH:28]2)[n:16]([CH2:19][C:20](=[O:21])[OH:22])[c:17]1=[O:18].[NH2:29][CH:30]([CH:31]([C:32]([F:33])([F:34])[F:35])[OH:36])[CH2:37][c:38]1[cH:39][cH:40][cH:41][cH:42][cH:43]1.[O:54]=[CH:55][N:56]([CH3:57])[CH3:58].[OH:44][n:45]1[c:46]2[c:47]([cH:48][cH:49][cH:50][cH:51]2)[n:52][n:53]1>>[CH2:1]([c:2]1[cH:3][cH:4][cH:5][cH:6][cH:7]1)[O:8][C:9](=[O:10])[NH:11][c:12]1[cH:13][n:14][c:15](-[c:23]2[cH:24][cH:25][n:26][cH:27][cH:28]2)[n:16]([CH2:19][C:20](=[O:21])[NH:29][CH:30]([CH:31]([C:32]([F:33])([F:34])[F:35])[OH:36])[CH2:37][c:38]2[cH:39][cH:40][cH:41][cH:42][cH:43]2)[c:17]1=[O:18]. Starting materials: C(C)(C)(C)OC(=O)[C@@H]1CN(C[C@H]1C(=C)CBr)C(=O)OCC1=CC=CC=C1 ((3S,4R)-1-Benzyloxycarbonyl-4-[1-(bromomethyl)vinyl]pyrrolidine-3-carboxylic acid tert-butyl ester), CN1C(N(CCC1)C)=O (1,3-dimethyl-3,4,5,6-tetrahydro-2(1H)-pyrimidinone), C[Si]([N-][Si](C)(C)C)(C)C.[Li+] (Lithium hexamethyldisilazide). The solvent is O1CCCC1 (tetrahydrofuran), C1(=CC=CC=C1)C (toluene). Run at time 5 minute. Product: C(C)(C)(C)OC(=O)[C@@]12CN(C[C@H]2C(C1)=C)C(=O)OCC1=CC=CC=C1 ((1S,5S)-3-Benzyloxycarbonyl-6-methylene-3-azabicyclo[3.2.0]heptane-1-carboxylic acid tert-butyl ester). The yield is 45.2%. RXN SMILES: [C:1]([O:5][C:6]([C@H:8]1[C@H:12]([C:13]([CH2:15]Br)=[CH2:14])[CH2:11][N:10]([C:17]([O:19][CH2:20][C:21]2[CH:26]=[CH:25][CH:24]=[CH:23][CH:22]=2)=[O:18])[CH2:9]1)=[O:7])([CH3:4])([CH3:3])[CH3:2].CN1CCCN(C)C1=O.C[Si](C)(C)[N-][Si](C)(C)C.[Li+]>O1CCCC1.C1(C)C=CC=CC=1>[C:1]([O:5][C:6]([C@@:8]12[CH2:14][C:13](=[CH2:15])[C@@H:12]1[CH2:11][N:10]([C:17]([O:19][CH2:20][C:21]1[CH:26]=[CH:25][CH:24]=[CH:23][CH:22]=1)=[O:18])[CH2:9]2)=[O:7])([CH3:4])([CH3:3])[CH3:2] |f:2.3|. Procedure: (3S,4R)-1-Benzyloxycarbonyl-4-[1-(bromomethyl)vinyl]pyrrolidine-3-carboxylic acid tert-butyl ester (22.8 g, 53.7 mmol) and 1,3-dimethyl-3,4,5,6-tetrahydro-2(1H)-pyrimidinone (19.5 mL, 161 mmol) were dissolved in a mixed solution of tetrahydrofuran (220 mL) and toluene (220 mL). Lithium hexamethyldisilazide (1.0 M solution in tetrahydrofuran) (80.6 mL, 80.6 mmol) was added dropwise at −78° C., and then the mixture was stirred at room temperature for five minutes. The reaction solution was extract... Reactants: CCOC(=O)C(=O)c1ccc(SCC)cc1, C[Si](C)(C)[N-][Si](C)(C)C, c1ccc([P+](CC2CCCC2)(c2ccccc2)c2ccccc2)cc1, [I-], [Na+], C1CCOC1. Product: CCOC(=O)C(=CC1CCCC1)c1ccc(SCC)cc1. RXN SMILES: [CH2:37]([CH3:38])[O:39][C:40]([C:41](=[O:42])[c:43]1[cH:44][cH:45][c:46]([S:49][CH2:50][CH3:51])[cH:47][cH:48]1)=[O:52].[CH3:27][Si:28]([N-:29][Si:30]([CH3:31])([CH3:32])[CH3:33])([CH3:34])[CH3:35].[CH:2]1([CH2:7][P+:8]([c:9]2[cH:10][cH:11][cH:12][cH:13][cH:14]2)([c:15]2[cH:16][cH:17][cH:18][cH:19][cH:20]2)[c:21]2[cH:22][cH:23][cH:24][cH:25][cH:26]2)[CH2:3][CH2:4][CH2:5][CH2:6]1.[I-:1].[Na+:36].[O:53]1[CH2:54][CH2:55][CH2:56][CH2:57]1>>[CH:2]1([CH:7]=[C:41]([C:40]([O:39][CH2:37][CH3:38])=[O:52])[c:43]2[cH:44][cH:45][c:46]([S:49][CH2:50][CH3:51])[cH:47][cH:48]2)[CH2:3][CH2:4][CH2:5][CH2:6]1. Starting materials: O=Cc1ccc(C=CC(=O)O)cc1, CCOP(=O)(OCC)C(Cl)c1ccc2c(c1)C(C)(C)CCC2(C)C. Product: CC1(C)CCC(C)(C)c2cc(C#Cc3ccc(C=CC(=O)O)cc3)ccc21. RXN SMILES: [CH:25](=[O:26])[c:27]1[cH:28][cH:29][c:30]([CH:31]=[CH:32][C:33](=[O:34])[OH:35])[cH:36][cH:37]1.[Cl:1][CH:2]([c:3]1[cH:4][c:5]2[c:10]([cH:11][cH:12]1)[C:9]([CH3:13])([CH3:14])[CH2:8][CH2:7][C:6]2([CH3:15])[CH3:16])[P:17](=[O:18])([O:19][CH2:20][CH3:21])[O:22][CH2:23][CH3:24]>>[C:2]([c:3]1[cH:4][c:5]2[c:10]([cH:11][cH:12]1)[C:9]([CH3:13])([CH3:14])[CH2:8][CH2:7][C:6]2([CH3:15])[CH3:16])#[C:25][c:27]1[cH:28][cH:29][c:30]([CH:31]=[CH:32][C:33](=[O:34])[OH:35])[cH:36][cH:37]1. Reactants: C(C(C)(C)C)(=O)OC[C@@H](OC(C)(C)C)C1=C(C2=C(N=C(S2)Cl)C=C1C)Br ((S)-2-(7-bromo-2-chloro-5-methylbenzo[d]thiazol-6-yl)-2-tert-butoxyethyl pivalate), [H-].[Na+] (NaH), C(C1=CC=CC=C1)O (BnOH), O([Na])CC1=CC=CC=C1 (NaOBn). Reaction conditions: time 0.5 hour. Yields the product C(C(C)(C)C)(=O)OC[C@@H](OC(C)(C)C)C1=C(C2=C(N=C(S2)OCC2=CC=CC=C2)C=C1C)Br ((S)-2-(2-(benzyloxy)-7-bromo-5-methylbenzo[d]thiazol-6-yl)-2-tert-butoxyethyl pivalate). RXN SMILES: [H-].[Na+].[CH2:3]([OH:10])[C:4]1[CH:9]=[CH:8][CH:7]=[CH:6][CH:5]=1.O(CC1C=CC=CC=1)[Na].[C:20]([O:26][CH2:27][C@H:28]([C:34]1[C:43]([CH3:44])=[CH:42][C:37]2[N:38]=[C:39](Cl)[S:40][C:36]=2[C:35]=1[Br:45])[O:29][C:30]([CH3:33])([CH3:32])[CH3:31])(=[O:25])[C:21]([CH3:24])([CH3:23])[CH3:22]>>[C:20]([O:26][CH2:27][C@H:28]([C:34]1[C:43]([CH3:44])=[CH:42][C:37]2[N:38]=[C:39]([O:10][CH2:3][C:4]3[CH:9]=[CH:8][CH:7]=[CH:6][CH:5]=3)[S:40][C:36]=2[C:35]=1[Br:45])[O:29][C:30]([CH3:33])([CH3:32])[CH3:31])(=[O:25])[C:21]([CH3:24])([CH3:23])[CH3:22] |f:0.1|. Procedure: NaH (415 mg, 10.38 mmol) was added to BnOH, stirred at rt for 0.5 h. The NaOBn solution was transferred to a flask charged with (S)-2-(7-bromo-2-chloro-5-methylbenzo[d]thiazol-6-yl)-2-tert-butoxyethyl pivalate (65I) (1.6 g, 3.46 mmol). The reaction mixture was heated at 60° C. for 45 min. The reaction mixture was washed by sat NaHCO3, extracted by EtOAc, the organic phase was washed by brine, dry over MgSO4, filtered, concentrated down, distilled most NaOH off. The residue was purified by silica... The reactants are BrC1=CC2=CC=C(C=C2C=C1)OC (2-bromo-6-methoxy-naphthalene), C(C1=CC=CC=C1)=O (benzaldehyde). Yields the product COC=1C=C2C=CC(=CC2=CC1)C(O)C1=CC=CC=C1 ((6-methoxy-naphthalen-2-yl)-phenyl-methanol). As a reaction SMILES: Br[C:2]1[CH:11]=[CH:10][C:9]2[C:4](=[CH:5][CH:6]=[C:7]([O:12][CH3:13])[CH:8]=2)[CH:3]=1.[CH:14](=[O:21])[C:15]1[CH:20]=[CH:19][CH:18]=[CH:17][CH:16]=1>>[CH3:13][O:12][C:7]1[CH:8]=[C:9]2[C:4](=[CH:5][CH:6]=1)[CH:3]=[C:2]([CH:14]([C:15]1[CH:20]=[CH:19][CH:18]=[CH:17][CH:16]=1)[OH:21])[CH:11]=[CH:10]2. Procedure details: Using general procedure B, 2-bromo-6-methoxy-naphthalene was reacted with benzaldehyde to give (6-methoxy-naphthalen-2-yl)-phenyl-methanol as a colorless solid.